From a dataset of the Open Reaction Database (ORD), a public repository of structured organic reaction records. describe an organic reaction: reactants, conditions, products, and yield Starting materials: P(Br)(Br)Br (Phosphorus tribromide), Ice water, [OH-].[Na+] (NaOH), CC1=NC=2C(CCCC2C=C1)O ((±)-5,6,7,8-tetrahydro-2-methyl-8-quinolinol), CC1=NC=2C(CCCC2C=C1)O ((±)-5,6,7,8-tetrahydro-2-methyl-8-quinolinol). The solvent is C1(=CC=CC=C1)C (toluene). Run at time 8 hour. The product is BrC1CCCC=2C=CC(=NC12)C ((±)-8-bromo-5,6,7,8-tetrahydro-2-methylquinoline). Isolated yield 84.2%. As a reaction SMILES: P(Br)(Br)[Br:2].[CH3:5][C:6]1[CH:15]=[CH:14][C:13]2[CH2:12][CH2:11][CH2:10][CH:9](O)[C:8]=2[N:7]=1.[OH-].[Na+]>C1(C)C=CC=CC=1>[Br:2][CH:9]1[C:8]2[N:7]=[C:6]([CH3:5])[CH:15]=[CH:14][C:13]=2[CH2:12][CH2:11][CH2:10]1 |f:2.3|. Reported procedure: Phosphorus tribromide (0.0105 mol) was added dropwise at 0° C./5° C. under N2 flow to a mixture of (±)-5,6,7,8-tetrahydro-2-methyl-8-quinolinol (intermediate 17) (0.03 mol) in toluene (20 ml). The mixture was brought to room temperature and stirred at room temperature overnight. Ice water was added. The mixture was basified with a concentrated NaOH solution and extracted with CH2Cl2. The organic layer was separated, dried (MgSO4), filtered and the solvent was evaporated. The residue (6 g) was pu... Reactants: ClC=1SC(=CC1C1CC(C=2C(=CC=NC2C1)C)=NNC(=N)N)Cl ((−)-7-(2,5-dichlorothiophen-3-yl)-5-guanidinoimino-4-methyl-5,6,7,8-tetrahydroquinoline), S(O)(O)(=O)=O (sulfuric acid). Run in C(C)O (ethanol). Yields the product S(O)(O)(=O)=O.ClC=1SC(=CC1C1CC(C=2C(=CC=NC2C1)C)=NNC(=N)N)Cl ((−)-7-(2,5-dichlorothiophen-3-yl)-5-guanidinoimino-4-methyl-5,6,7,8-tetrahydroquinoline sulfurate). As a reaction SMILES: [Cl:1][C:2]1[S:3][C:4]([Cl:23])=[CH:5][C:6]=1[CH:7]1[CH2:16][C:15]2[N:14]=[CH:13][CH:12]=[C:11]([CH3:17])[C:10]=2[C:9](=[N:18][NH:19][C:20]([NH2:22])=[NH:21])[CH2:8]1.[S:24](=[O:28])(=[O:27])([OH:26])[OH:25]>C(O)C>[S:24](=[O:26])(=[O:25])([OH:28])[OH:27].[Cl:1][C:2]1[S:3][C:4]([Cl:23])=[CH:5][C:6]=1[CH:7]1[CH2:16][C:15]2[N:14]=[CH:13][CH:12]=[C:11]([CH3:17])[C:10]=2[C:9](=[N:18][NH:19][C:20]([NH2:22])=[NH:21])[CH2:8]1 |f:3.4|. Reported procedure: To a solution of (−)-7-(2,5-dichlorothiophen-3-yl)-5-guanidinoimino-4-methyl-5,6,7,8-tetrahydroquinoline (0.8 g) in ethanol (20 ml) was added 0.5M sulfuric acid (3.9 ml), and the mixture was concentrated under reduced pressure to give crystals, which were recrystallized from water and washed with ethanol to give (−)-7-(2,5-dichlorothiophen-3-yl)-5-guanidinoimino-4-methyl-5,6,7,8-tetrahydroquinoline sulfurate (Compound 115) (0.8 g). The reactants are Brc1ccc(Br)nc1, O=Cc1ccc(B(O)O)cc1. Yields the product O=Cc1ccc(-c2ccc(Br)cn2)cc1. RXN SMILES: [Br:1][c:2]1[n:3][cH:4][c:5]([Br:8])[cH:6][cH:7]1.[CH:9](=[O:10])[c:11]1[cH:12][cH:13][c:14]([B:17]([OH:18])[OH:19])[cH:15][cH:16]1>>[c:2]1(-[c:14]2[cH:13][cH:12][c:11]([CH:9]=[O:10])[cH:16][cH:15]2)[n:3][cH:4][c:5]([Br:8])[cH:6][cH:7]1. Reactants: Oc1ccc2cc(Br)ccc2c1F, CN(C)c1ccncc1, Cc1ccccc1, CCOC(C)=O, COc1cc2c(Cl)ccnc2cc1OCCCN1CCOCC1. Product: COc1cc2c(Oc3ccc4cc(Br)ccc4c3F)ccnc2cc1OCCCN1CCOCC1. Reaction SMILES: [Br:24][c:25]1[cH:26][c:27]2[cH:28][cH:29][c:30]([OH:36])[c:31]([F:35])[c:32]2[cH:33][cH:34]1.[CH3:37][N:38]([c:39]1[cH:40][cH:41][n:42][cH:43][cH:44]1)[CH3:45].[CH3:46][c:47]1[cH:48][cH:49][cH:50][cH:51][cH:52]1.[CH3:53][CH2:54][O:55][C:56]([CH3:57])=[O:58].[Cl:1][c:2]1[cH:3][cH:4][n:5][c:6]2[cH:7][c:8]([O:14][CH2:15][CH2:16][CH2:17][N:18]3[CH2:19][CH2:20][O:21][CH2:22][CH2:23]3)[c:9]([O:12][CH3:13])[cH:10][c:11]12>>[c:2]1([O:36][c:30]2[cH:29][cH:28][c:27]3[cH:26][c:25]([Br:24])[cH:34][cH:33][c:32]3[c:31]2[F:35])[cH:3][cH:4][n:5][c:6]2[cH:7][c:8]([O:14][CH2:15][CH2:16][CH2:17][N:18]3[CH2:19][CH2:20][O:21][CH2:22][CH2:23]3)[c:9]([O:12][CH3:13])[cH:10][c:11]12. Reactants: [H][H] (hydrogen), O=C1C2=C(OC(=C1)C(=O)O)C1=CC=CC=C1C=C2 (4-oxo-4H-naphto[1,2-b]pyran-2-carboxylic acid). Reagents/catalysts: [Pd] (palladium on activated carbon). The solvent is COCCO (2-methoxyethanol). Product: O1C2=C(CCC1C(=O)O)C=CC1=CC=CC=C12 (3,4-dihydro-2H-naphto[1,2-b]pyran-2-carboxylic acid). Isolated yield 61.4%. RXN SMILES: O=[C:2]1[CH:7]=[C:6]([C:8]([OH:10])=[O:9])[O:5][C:4]2[C:11]3[C:16]([CH:17]=[CH:18][C:3]1=2)=[CH:15][CH:14]=[CH:13][CH:12]=3.[H][H]>[Pd].COCCO>[O:5]1[CH:6]([C:8]([OH:10])=[O:9])[CH2:7][CH2:2][C:3]2[CH:18]=[CH:17][C:16]3[C:11]([C:4]1=2)=[CH:12][CH:13]=[CH:14][CH:15]=3. Reported procedure: A mixture of 4-oxo-4H-naphto[1,2-b]pyran-2-carboxylic acid (12 g) and 2-methoxyethanol (100 ml) was hydrogenated at normal pressure and at room temperature in the presence of palladium on activated carbon 10% (2 g) as a catalyst. After the calculated amount of hydrogen was taken up, the catalyst was filtered off and the filtrate was evaporated, yielding 7 g (61.4%) of 3,4-dihydro-2H-naphto[1,2-b]pyran-2-carboxylic acid (interm. 9-a). Starting materials: C(C1=CC=CC=C1)OC([C@H](CC1=CC=C(C=C1)OC(CC=1N=C(OC1C)C1=CC=CC=C1)=O)OCC)=O ((S)-2-Ethoxy-3-{4-[2-(5-methyl-2-phenyl-oxazol-4-yl)-acetoxy]-phenyl}-propionic acid benzyl ester), [H][H] (hydrogen). Reagents/catalysts: [Pd] (Pd/C). Run in CCOC(=O)C (EtOAc). Conditions: time 3 hour. The product is C(C)O[C@H](C(=O)O)CC1=CC=C(C=C1)OC(CC=1N=C(OC1C)C1=CC=CC=C1)=O ((S)-2-Ethoxy-3-{4-[2-(5-methyl-2-phenyl-oxazol-4-yl)-acetoxy]-phenyl}-propionic acid). The yield is 96.5%. RXN SMILES: C([O:8][C:9](=[O:37])[C@@H:10]([O:34][CH2:35][CH3:36])[CH2:11][C:12]1[CH:17]=[CH:16][C:15]([O:18][C:19](=[O:33])[CH2:20][C:21]2[N:22]=[C:23]([C:27]3[CH:32]=[CH:31][CH:30]=[CH:29][CH:28]=3)[O:24][C:25]=2[CH3:26])=[CH:14][CH:13]=1)C1C=CC=CC=1.[H][H]>CCOC(C)=O.[Pd]>[CH2:35]([O:34][C@@H:10]([CH2:11][C:12]1[CH:13]=[CH:14][C:15]([O:18][C:19](=[O:33])[CH2:20][C:21]2[N:22]=[C:23]([C:27]3[CH:32]=[CH:31][CH:30]=[CH:29][CH:28]=3)[O:24][C:25]=2[CH3:26])=[CH:16][CH:17]=1)[C:9]([OH:37])=[O:8])[CH3:36]. Procedure: (S)-2-Ethoxy-3-{4-[2-(5-methyl-2-phenyl-oxazol-4-yl)-acetoxy]-phenyl}-propionic acid benzyl ester (0.1 g, 0.2 mmol) was dissolved in EtOAc (4 mL) and 10% Pd/C (0.04 g, 0.037 mmol) was added. After evacuation the reaction vessel was connected to a hydrogen line and the hydrogenation was performed at atmospheric pressure at room temperature for 3 h. The catalyst was filtered off, washed with EtOAc and the combined organic filtrates were evaporated under reduced pressure to afford the product as a ... Reactants: Cc1cccc(N2CCNCC2)c1C, CCN(C(C)C)C(C)C, CCCc1cc(CCC=O)nn1-c1ccccc1. The product is CCCc1cc(CCCN2CCN(c3cccc(C)c3C)CC2)nn1-c1ccccc1. Reaction SMILES: [CH3:19][c:20]1[c:21]([N:27]2[CH2:28][CH2:29][NH:30][CH2:31][CH2:32]2)[cH:22][cH:23][cH:24][c:25]1[CH3:26].[CH:33]([N:34]([CH2:35][CH3:36])[CH:37]([CH3:38])[CH3:39])([CH3:40])[CH3:41].[c:1]1(-[n:7]2[n:8][c:9]([CH2:15][CH2:16][CH:17]=[O:18])[cH:10][c:11]2[CH2:12][CH2:13][CH3:14])[cH:2][cH:3][cH:4][cH:5][cH:6]1>>[c:1]1(-[n:7]2[n:8][c:9]([CH2:15][CH2:16][CH2:17][N:30]3[CH2:29][CH2:28][N:27]([c:21]4[c:20]([CH3:19])[c:25]([CH3:26])[cH:24][cH:23][cH:22]4)[CH2:32][CH2:31]3)[cH:10][c:11]2[CH2:12][CH2:13][CH3:14])[cH:2][cH:3][cH:4][cH:5][cH:6]1.